The task is: describe an organic reaction: reactants, conditions, products, and yield. This data is from the Open Reaction Database (ORD), a public repository of structured organic reaction records. The reactants are BrC1=C2C=CN(C2=CC=C1)[C@H]1[C@H](OC(C)=O)[C@@H](OC(C)=O)[C@H](OC(C)=O)[C@H](O1)COC(C)=O (4-bromo-1-(2,3,4,6-tetra-O-acetyl-β-D-glucopyranosyl)indole), BrC1=CC=C(C(=O)Cl)C=C1 (4-bromobenzoyl chloride), Example 3. The product is BrC1=C2C(=CN(C2=CC=C1)[C@H]1[C@H](O)[C@@H](O)[C@H](O)[C@H](O1)CO)CC1=CC=C(C=C1)Br (4-Bromo-3-(4-bromophenylmethyl)-1-(β-D-glucopyranosyl)indole). Reaction SMILES: [Br:1][C:2]1[CH:10]=[CH:9][CH:8]=[C:7]2[C:3]=1[CH:4]=[CH:5][N:6]2[C@@H:11]1[O:28][C@H:27]([CH2:29][O:30]C(=O)C)[C@@H:22]([O:23]C(=O)C)[C@H:17]([O:18]C(=O)C)[C@H:12]1[O:13]C(=O)C.[Br:34][C:35]1[CH:43]=[CH:42][C:38]([C:39](Cl)=O)=[CH:37][CH:36]=1>>[Br:1][C:2]1[CH:10]=[CH:9][CH:8]=[C:7]2[C:3]=1[C:4]([CH2:39][C:38]1[CH:42]=[CH:43][C:35]([Br:34])=[CH:36][CH:37]=1)=[CH:5][N:6]2[C@@H:11]1[O:28][C@H:27]([CH2:29][OH:30])[C@@H:22]([OH:23])[C@H:17]([OH:18])[C@H:12]1[OH:13]. Reported procedure: The titled compound was prepared from 4-bromo-1-(2,3,4,6-tetra-O-acetyl-β-D-glucopyranosyl)indole obtained in Example 22-(1) and 4-bromobenzoyl chloride in a manner similar to Example 3 as a colorless powder. APCI-Mass m/Z 526/528/530 (M+H). 1H-NMR (DMSO-d6) δ 3.20-3.48 (m, 4H), 3.66 (m, 2H), 4.27 (s, 2H), 4.54 (t, J=5.4 Hz, 1H), 5.10 (d, J=5.3 Hz, 1H), 5.17 (d, J=5.0 Hz, 1H), 5.23 (d, J=5.8 Hz, 1H), 5.41 (d, J=9.0 Hz, 1H), 7.04 (t, J=7.9 Hz, 1H), 7.16 (d, J=8.3 Hz, 2H), 7.21 (d, J=7.5 Hz, 1H), ... The reactants are O=C1N(CCN1)CCN (2-(2-oxo-imidazolidin-1-yl)-ethylamine), C(#N)C1=CNC2=CC=C(C=C12)CCNC(C1=CC=C(C=C1)C1=NC(=NC=C1)Cl)=O (N-[2-(3-Cyano-1H-indol-5-yl)-ethyl]-4-[2-chloro-pyrimidin-4-yl]-benzamide). Yields the product C(#N)C1=CNC2=CC=C(C=C12)CCNC(C1=CC=C(C=C1)C1=NC(=NC=C1)NCCN1C(NCC1)=O)=O (N-[2-(3-cyano-1H-indol-5-yl)-ethyl]-4-[2-[2-(2-oxo-imidazolidin-1-yl)-ethylamino]-pyrimidin-4-yl]-benzamide). RXN SMILES: [O:1]=[C:2]1[NH:6][CH2:5][CH2:4][N:3]1[CH2:7][CH2:8][NH2:9].[C:10]([C:12]1[C:20]2[C:15](=[CH:16][CH:17]=[C:18]([CH2:21][CH2:22][NH:23][C:24](=[O:38])[C:25]3[CH:30]=[CH:29][C:28]([C:31]4[CH:36]=[CH:35][N:34]=[C:33](Cl)[N:32]=4)=[CH:27][CH:26]=3)[CH:19]=2)[NH:14][CH:13]=1)#[N:11]>>[C:10]([C:12]1[C:20]2[C:15](=[CH:16][CH:17]=[C:18]([CH2:21][CH2:22][NH:23][C:24](=[O:38])[C:25]3[CH:30]=[CH:29][C:28]([C:31]4[CH:36]=[CH:35][N:34]=[C:33]([NH:9][CH2:8][CH2:7][N:3]5[CH2:4][CH2:5][NH:6][C:2]5=[O:1])[N:32]=4)=[CH:27][CH:26]=3)[CH:19]=2)[NH:14][CH:13]=1)#[N:11]. Reported procedure: Using 2-(2-oxo-imidazolidin-1-yl)-ethylamine and N-[2-(3-Cyano-1H-indol-5-yl)-ethyl]-4-[2-chloro-pyrimidin-4-yl]-benzamide (reference example 1az) as substrates. 1H NMR (DMSO) δ 2.96 (bt, 2H); 3.24 (m, 4H); 3.47 (m, 6H); 6.26 (s, 1H); 7.18 (m, 2H); 7.27 (bt, 1H, J=5 Hz); 7.48 (m, 2H); 7.91 (d, 2H, J=9 Hz); 8.19 (m, 3H); 8.36 (bd, 1H); 8.67 (t, 1H, J=5 Hz); 12.10 (bs, 1H). MS (ion spray) m/z 495 (M+H)+. Starting materials: OCC=1CS[C@H]2N(C1C(=O)OC(C1=CC=CC=C1)C1=CC=CC=C1)C(C2NC(COC2=CC=CC=C2)=O)=O (diphenylmethyl 3-hydroxymethyl-7-phenoxyacetamido-3-cephem-4-carboxylate), FC=1C=C(C=CC1)O (m-fluorophenol). The product is FC=1C=C(OCC=2CS[C@H]3N(C2C(=O)OC(C2=CC=CC=C2)C2=CC=CC=C2)C(C3NC(COC3=CC=CC=C3)=O)=O)C=CC1 (Diphenylmethyl 3-(3-fluorophenoxy)methyl-7-phenoxyacetamido-3-cephem-4-carboxylate). RXN SMILES: [OH:1][CH2:2][C:3]1[CH2:4][S:5][C@@H:6]2[CH:26]([NH:27][C:28](=[O:37])[CH2:29][O:30][C:31]3[CH:36]=[CH:35][CH:34]=[CH:33][CH:32]=3)[C:25](=[O:38])[N:7]2[C:8]=1[C:9]([O:11][CH:12]([C:19]1[CH:24]=[CH:23][CH:22]=[CH:21][CH:20]=1)[C:13]1[CH:18]=[CH:17][CH:16]=[CH:15][CH:14]=1)=[O:10].[F:39][C:40]1[CH:41]=[C:42](O)[CH:43]=[CH:44][CH:45]=1>>[F:39][C:40]1[CH:45]=[C:44]([CH:43]=[CH:42][CH:41]=1)[O:1][CH2:2][C:3]1[CH2:4][S:5][C@@H:6]2[CH:26]([NH:27][C:28](=[O:37])[CH2:29][O:30][C:31]3[CH:36]=[CH:35][CH:34]=[CH:33][CH:32]=3)[C:25](=[O:38])[N:7]2[C:8]=1[C:9]([O:11][CH:12]([C:13]1[CH:14]=[CH:15][CH:16]=[CH:17][CH:18]=1)[C:19]1[CH:24]=[CH:23][CH:22]=[CH:21][CH:20]=1)=[O:10]. Reported procedure: The procedure described in Example 1(a) was repeated, but using 2.00 g of diphenylmethyl 3-hydroxymethyl-7-phenoxyacetamido-3-cephem-4-carboxylate and m-fluorophenol, to afford 357 mg of the title compound as a powder. Reactants: COC(C)c1nc2ccccc2[nH]1, CS(C)=O, Clc1nc(N2CCOCC2)c2nc(CN3CC(N4CCOCC4)C3)ccc2n1. Yields the product COC(C)c1nc2ccccc2n1-c1nc(N2CCOCC2)c2nc(CN3CC(N4CCOCC4)C3)ccc2n1. As a reaction SMILES: [CH3:29][O:30][CH:31]([CH3:32])[c:33]1[n:34][c:35]2[c:36]([nH:37]1)[cH:38][cH:39][cH:40][cH:41]2.[CH3:42][S:43]([CH3:44])=[O:45].[Cl:1][c:2]1[n:3][c:4]([N:23]2[CH2:24][CH2:25][O:26][CH2:27][CH2:28]2)[c:5]2[c:6]([n:7]1)[cH:8][cH:9][c:10]([CH2:12][N:13]1[CH2:14][CH:15]([N:17]3[CH2:18][CH2:19][O:20][CH2:21][CH2:22]3)[CH2:16]1)[n:11]2>>[c:2]1(-[n:34]2[c:33]([CH:31]([O:30][CH3:29])[CH3:32])[n:37][c:36]3[c:35]2[cH:41][cH:40][cH:39][cH:38]3)[n:3][c:4]([N:23]2[CH2:24][CH2:25][O:26][CH2:27][CH2:28]2)[c:5]2[c:6]([n:7]1)[cH:8][cH:9][c:10]([CH2:12][N:13]1[CH2:14][CH:15]([N:17]3[CH2:18][CH2:19][O:20][CH2:21][CH2:22]3)[CH2:16]1)[n:11]2. Reactants: CC(C)C1=CC=C(C=C1)N=C=O (4(1-methylethyl)phenylisocyanate), O (water), [Cl-].[Li+] (lithium chloride), C(Cl)C1CO1 (epichlorohydrin). Solvent: CN(C=O)C (dimethylformamide), CN(C=O)C (dimethylformamide). Conditions: temperature 90 celsius, time 3 hour. The product is ClCC1CN(C(O1)=O)C1=CC=C(C=C1)C(C)C (5-chloromethyl-3-[4-(1-methylethyl)phenyl]-2-oxazolidinone). Yield: 85.0%. RXN SMILES: [Cl-].[Li+].[CH2:3]([CH:5]1[O:7][CH2:6]1)[Cl:4].[CH3:8][CH:9]([C:11]1[CH:16]=[CH:15][C:14]([N:17]=[C:18]=O)=[CH:13][CH:12]=1)[CH3:10].[OH2:20]>CN(C)C=O>[Cl:4][CH2:3][CH:5]1[O:7][C:6](=[O:20])[N:17]([C:14]2[CH:15]=[CH:16][C:11]([CH:9]([CH3:10])[CH3:8])=[CH:12][CH:13]=2)[CH2:18]1 |f:0.1|. Procedure: 0.2-0.3 grams of lithium chloride was added to a solution of 7 grams (0.076 mole) epichlorohydrin in 30 ml dimethylformamide at 90° C. Heating was discontinued, and a solution of 12.25 grams (0.076 mole) 4(1-methylethyl)phenylisocyanate in 10 ml dimethylformamide was added dropwise at such a rate that the reaction temperature did not exceed 110° C. When the addition was complete heat was reapplied and the reaction solution was stirred at 90° C. for 3 hours. The solution was then added in a slow ... Product: ClC1=C(C=C(C(=C1)F)N1C(N(C(=CC1=O)C(F)(F)F)C)=O)NC(=O)CC(CC(=O)O)C(F)(F)F (4-(N-(2-chloro-4-fluoro-5-(1-methyl-6 -trifluoromethyl-2,4(1H,3H)-pyrimidinedion-3-yl)phenyl)carbamoyl)-3-trifluoromethylbutyric acid). RXN SMILES: [NH2:1][C:2]1[C:3]([Cl:22])=[CH:4][C:5]([F:21])=[C:6]([N:8]2[C:13](=[O:14])[CH:12]=[C:11]([C:15]([F:18])([F:17])[F:16])[N:10]([CH3:19])[C:9]2=[O:20])[CH:7]=1.[F:23][C:24]([F:34])([F:33])[CH:25]1[CH2:31][C:30](=[O:32])[O:29][C:27](=[O:28])[CH2:26]1>C1(C)C=CC=CC=1>[Cl:22][C:3]1[CH:4]=[C:5]([F:21])[C:6]([N:8]2[C:13](=[O:14])[CH:12]=[C:11]([C:15]([F:18])([F:17])[F:16])[N:10]([CH3:19])[C:9]2=[O:20])=[CH:7][C:2]=1[NH:1][C:30]([CH2:31][CH:25]([C:24]([F:23])([F:34])[F:33])[CH2:26][C:27]([OH:29])=[O:28])=[O:32]. Conditions: temperature 100 celsius, time 1 hour. Procedure details: A mixture of 0.50 g of 3-(5-amino-4-chloro-2-fluorophenyl)-1-methyl-6-trifluoromethyl-2,4(1H,3H)-pyrimidinedione, 0.27 g of 3-trifluoromethylglutaric anhydride and 6 ml of toluene was stirred at 100° C. for one hour. After cooling to room temperature, the solvent was removed by distillation under reduced pressure to obtain 0.7 g of the desired compound as crystal. The reactants are NC=1C(=CC(=C(C1)N1C(N(C(=CC1=O)C(F)(F)F)C)=O)F)Cl (3-(5-amino-4-chloro-2-fluorophenyl)-1-methyl-6-trifluoromethyl-2,4(1H,3H)-pyrimidinedione), FC(C1CC(=O)OC(C1)=O)(F)F (3-trifluoromethylglutaric anhydride). The yield is 91.0%. Solvent: C1(=CC=CC=C1)C (toluene). The reactants are [BH4-], C=O, CNC, CO, Cl, [Na+], O, Cc1c(C)c2c(c(C)c1O)C(=O)CC1(CCC1)O2. Product: Cc1c(C)c2c(c(C)c1O)C(=O)C(C)C1(CCC1)O2. As a reaction SMILES: [BH4-:26].[CH2:19]=[O:20].[CH3:21][NH:22][CH3:23].[CH3:28][OH:29].[ClH:24].[Na+:27].[OH2:25].[OH:1][c:2]1[c:3]([CH3:18])[c:4]2[c:9]([c:10]([CH3:13])[c:11]1[CH3:12])[O:8][C:7]1([CH2:6][C:5]2=[O:17])[CH2:14][CH2:15][CH2:16]1>>[OH:1][c:2]1[c:3]([CH3:18])[c:4]2[c:9]([c:10]([CH3:13])[c:11]1[CH3:12])[O:8][C:7]1([CH:6]([CH3:21])[C:5]2=[O:17])[CH2:14][CH2:15][CH2:16]1.